From a dataset of the Open Reaction Database (ORD), a public repository of structured organic reaction records. describe an organic reaction: reactants, conditions, products, and yield Starting materials: B(F)(F)F (BF3), COC=1C=C(C=O)C=CC1 (3-methoxybenzaldehyde), FC(C(=O)OC(C(F)(F)F)=O)(F)F (trifluoroacetic anhydride), ice water, [OH-].[NH4+] (ammonium hydroxide), imine. Run in anhydride. Conditions: time 48 hour. Product: COC1=CC=C2C=CN=CC2=C1 (7-Isoquinolinyl methyl ether). Isolated yield 72.0%. Reaction SMILES: B(F)(F)F.[CH3:5][O:6][C:7]1[CH:8]=[C:9]([CH:12]=[CH:13][CH:14]=1)[CH:10]=O.[OH-].[NH4+:16].FC(F)(F)C(O[C:22](=O)[C:23](F)(F)F)=O>>[CH3:5][O:6][C:7]1[CH:8]=[C:9]2[C:12]([CH:22]=[CH:23][N:16]=[CH:10]2)=[CH:13][CH:14]=1 |f:2.3|. Reported procedure: To a solution of BF3.AcOH complex (33.78 g, 0.180 mol) in triflouoracetic anhydride (40 ml) at 0° C. was added a solution of the imine prepared from 3-methoxybenzaldehyde and aminoethanaldiethylacetal (Tetrahedron, 1971, 27, 1253) (15.06 g, 0.0599 mol) in trifluoroacetic anhydride (40 ml), maintaining the temperature below 10° C. After 48 hours, the mixture was poured into ice-water (300 ml), the solution made basic with concentrated ammonium hydroxide and extracted with dichloromethane. The org...